From a dataset of the Open Reaction Database (ORD), a public repository of structured organic reaction records. describe an organic reaction: reactants, conditions, products, and yield Starting materials: CCN=C=NCCCN(C)C (EDCI), ClC=1C=C2C(=CN1)NC(=C2)C(=O)O (5-chloro-1H-pyrrolo[2,3-c]pyridine-2-carboxylic acid), Cl.C(C)OC(CN)=O (glycine ethyl ester hydrochloride), C=1C=CC2=C(C1)N=NN2O (HOBt), CCN(C(C)C)C(C)C (DIPEA). Solvent: CN(C)C=O (DMF). Run at time 5 minute. Product: C(C)OC(CNC(=O)C1=CC=2C(=CN=C(C2)Cl)N1)=O ((5-Chloro-1H-pyrrolo[2,3-c]pyridine-2-carbonyl amino]acetic acid ethyl ester). Reaction SMILES: [Cl:1][C:2]1[CH:3]=[C:4]2[CH:10]=[C:9]([C:11]([OH:13])=O)[NH:8][C:5]2=[CH:6][N:7]=1.Cl.[CH2:15]([O:17][C:18](=[O:21])[CH2:19][NH2:20])[CH3:16].C1C=CC2N(O)N=NC=2C=1.CCN(C(C)C)C(C)C.CCN=C=NCCCN(C)C>CN(C=O)C>[CH2:15]([O:17][C:18](=[O:21])[CH2:19][NH:20][C:11]([C:9]1[NH:8][C:5]2=[CH:6][N:7]=[C:2]([Cl:1])[CH:3]=[C:4]2[CH:10]=1)=[O:13])[CH3:16] |f:1.2|. Reported procedure: To a solution of 5-chloro-1H-pyrrolo[2,3-c]pyridine-2-carboxylic acid (Preparation 18, 800 mg, 4.1 mmol) in DMF (40 mL) was added glycine ethyl ester hydrochloride (625 mg, 4.5 mmol), HOBt (0.55 g, 4.1 mmol) and DIPEA (2.13 mL, 12.2 mmol). After 5 min, EDCI (1.01 g, 5.3 mmol) was added and the reaction stirred at rt for 16 h. The solvent was removed in vacuo and the solid partitioned between water (100 mL) and ethyl acetate (3×80 mL). The combined organic fractions were dried (MgSO4), concentrat... Starting materials: CO, C=CC(=O)c1cnc(N2CCCC2CO)nc1NCc1ccc(OC)c(Cl)c1, O=S(=O)(O)O. The product is COCCC(=O)c1cnc(N2CCCC2CO)nc1NCc1ccc(OC)c(Cl)c1. As a reaction SMILES: [CH3:34][OH:35].[OH:1][CH2:2][CH:3]1[N:4]([c:8]2[n:9][cH:10][c:11]([C:25]([CH:26]=[CH2:27])=[O:28])[c:12]([NH:14][CH2:15][c:16]3[cH:17][c:18]([Cl:24])[c:19]([O:22][CH3:23])[cH:20][cH:21]3)[n:13]2)[CH2:5][CH2:6][CH2:7]1.[S:29](=[O:30])(=[O:31])([OH:32])[OH:33]>>[OH:1][CH2:2][CH:3]1[N:4]([c:8]2[n:9][cH:10][c:11]([C:25]([CH2:26][CH2:27][O:35][CH3:34])=[O:28])[c:12]([NH:14][CH2:15][c:16]3[cH:17][c:18]([Cl:24])[c:19]([O:22][CH3:23])[cH:20][cH:21]3)[n:13]2)[CH2:5][CH2:6][CH2:7]1. The product is IC1=CC=C(C=C1)C=1OC(=NN1)C (2-(4-Iodo-phenyl)-5-methyl-[1,3,4]oxadiazole). Isolated yield 31.9%. Reaction SMILES: [I:1][C:2]1[CH:10]=[CH:9][C:5]([C:6]([OH:8])=O)=[CH:4][CH:3]=1.[C:11]([NH:14][NH2:15])(=O)[CH3:12].CCOC(C)=O>O=P(Cl)(Cl)Cl>[I:1][C:2]1[CH:3]=[CH:4][C:5]([C:6]2[O:8][C:11]([CH3:12])=[N:14][N:15]=2)=[CH:9][CH:10]=1. Solvent: O=P(Cl)(Cl)Cl (POCl3). Reaction conditions: temperature 80 celsius. The reactants are IC1=CC=C(C(=O)O)C=C1 (4-iodobenzoic acid), C(C)(=O)NN (acethydrazide), CCOC(=O)C (AcOEt). Procedure details: A mixture of 4-iodobenzoic acid (1.0 g) and acethydrazide (329 mg) in POCl3 (4 ml) is stirred over night at 80° C., then another day at 100° C. AcOEt (50 ml) is added and the mixture is washed with H2O (50 ml), sat. aq. Na2CO3 sol. (50 ml) and H2O (50 ml). After drying over Na2SO4 the solvent is evaporated and the product is purified by flash chromatography (silica gel, CH2Cl2/MeOH/25% aq. NH4OH 90:9:1). 368 mg of 2-(4-iodo-phenyl)-5-methyl-[1,3,4]oxadiazole (19) are obtained as a yellowish soli...